This data is from the Open Reaction Database (ORD), a public repository of structured organic reaction records. The task is: describe an organic reaction: reactants, conditions, products, and yield Reactants: BrC=1C=NC=CC1 (3-bromopyridine), N1C[C@H](CC1)C(=O)NC1=CC=C(C=C1)C1CCN(CC1)C(=O)OC(C)(C)C ((S)-tert-butyl 4-(4-(pyrrolidine-3-carboxamido)phenyl)piperidine-1-carboxylate), N1CC(C1)C(=O)NC1=CC=C(OC2CCN(CC2)C(=O)OC(C)(C)C)C=C1 (tert-butyl 4-(4-(azetidine-3-carboxamido)phenoxy)piperidine-1-carboxylate). The product is CC1=NC=CC=C1N1C[C@H](CC1)C(=O)NC1=CC=C(C=C1)C1CCN(CC1)C(=O)OC(C)(C)C ((S)-tert-butyl 4-(4-(1-(2-methylpyridin-3-yl)pyrrolidine-3-carboxamido)phenyl)piperidine-1-carboxylate). Reaction SMILES: Br[C:2]1[CH:3]=[N:4][CH:5]=[CH:6][CH:7]=1.[NH:8]1[CH2:12][CH2:11][C@H:10]([C:13]([NH:15][C:16]2[CH:21]=[CH:20][C:19]([CH:22]3[CH2:27][CH2:26][N:25]([C:28]([O:30][C:31]([CH3:34])([CH3:33])[CH3:32])=[O:29])[CH2:24][CH2:23]3)=[CH:18][CH:17]=2)=[O:14])[CH2:9]1.N1CC(C(NC2C=CC(OC3CCN(C(OC(C)(C)C)=O)CC3)=CC=2)=O)[CH2:36]1>>[CH3:36][C:3]1[C:2]([N:8]2[CH2:12][CH2:11][C@H:10]([C:13]([NH:15][C:16]3[CH:17]=[CH:18][C:19]([CH:22]4[CH2:23][CH2:24][N:25]([C:28]([O:30][C:31]([CH3:34])([CH3:33])[CH3:32])=[O:29])[CH2:26][CH2:27]4)=[CH:20][CH:21]=3)=[O:14])[CH2:9]2)=[CH:7][CH:6]=[CH:5][N:4]=1. Reported procedure: The title compound was prepared as described in Example 1C, substituting 3-bromo-2-methylpyridine for 3-bromopyridine and (S)-tert-butyl 4-(4-(pyrrolidine-3-carboxamido)phenyl)piperidine-1-carboxylate for tert-butyl 4-(4-(azetidine-3-carboxamido)phenoxy)piperidine-1-carboxylate. Reactants: intermediate 21, OC(C)C=1C=C2CCC(NC2=CC1)=O (3,4-dihydro-6-(1-hydroxyethyl)-2(1H)-quinolinone), S(=O)(Cl)Cl (thionyl chloride). Solvent: O1CCCC1 (tetrahydrofuran). Conditions: time 8 hour. Yields the product Cl.ClC(C)C=1C=C2CCC(NC2=CC1)=O (6-(1-chloroethyl)-3,4-dihydro-2(1H)-quinolinone hydrochloride). Isolated yield 93.4%. As a reaction SMILES: O[CH:2]([C:4]1[CH:5]=[C:6]2[C:11](=[CH:12][CH:13]=1)[NH:10][C:9](=[O:14])[CH2:8][CH2:7]2)[CH3:3].S(Cl)([Cl:17])=O>O1CCCC1>[ClH:17].[Cl:17][CH:2]([C:4]1[CH:5]=[C:6]2[C:11](=[CH:12][CH:13]=1)[NH:10][C:9](=[O:14])[CH2:8][CH2:7]2)[CH3:3] |f:3.4|. Reported procedure: To a stirred mixture of 2 parts of intermediate 21, namely 3,4-dihydro-6-(1-hydroxyethyl)-2(1H)-quinolinone in 8.9 parts of tetrahydrofuran were added 1.62 parts of thionyl chloride. Stirring at room temperature was continued overnight. The reaction mixture was evaporated and the residue was co-evaporated with methylbenzene, yielding 2.3 parts (93.4%) of 6-(1-chloroethyl)-3,4-dihydro-2(1H)-quinolinone hydrochloride (interm. 36). Starting materials: Cl.OCC1CN2C1C1=CC(=C(C=C1CC2)OC)OC (1-(hydroxymethyl)-7,8-dimethoxy-1,4,5,9b-tetrahydro-2H-azeto[2,1-a]isoquinoline hydrochloride), C(C1=CC=CC=C1)(=O)Cl (benzoyl chloride). Product: Cl.C(C1=CC=CC=C1)(=O)OCC1CN2C1C1=CC(=C(C=C1CC2)OC)OC (1-(benzoyloxymethyl)-7,8-dimethoxy-1,4,5,9b-tetrahydro-2H-azeto[2,1-a]isoquinoline hydrochloride). Reaction SMILES: Cl.[OH:2][CH2:3][CH:4]1[CH:7]2[C:8]3[C:13]([CH2:14][CH2:15][N:6]2[CH2:5]1)=[CH:12][C:11]([O:16][CH3:17])=[C:10]([O:18][CH3:19])[CH:9]=3.[C:20]([Cl:28])(=[O:27])[C:21]1[CH:26]=[CH:25][CH:24]=[CH:23][CH:22]=1>>[ClH:28].[C:20]([O:2][CH2:3][CH:4]1[CH:7]2[C:8]3[C:13]([CH2:14][CH2:15][N:6]2[CH2:5]1)=[CH:12][C:11]([O:16][CH3:17])=[C:10]([O:18][CH3:19])[CH:9]=3)(=[O:27])[C:21]1[CH:26]=[CH:25][CH:24]=[CH:23][CH:22]=1 |f:0.1,3.4|. Procedure: 0.01 mole (1,85 g) of 1-(hydroxymethyl)-7,8-dimethoxy-1,4,5,9b-tetrahydro-2H-azeto[2,1-a]isoquinoline hydrochloride is acylated with benzoyl chloride following the conventional Schotten-Baumann acylation method. Starting materials: C(C1=CC=CC=C1)#N (Benzonitrile), NN (hydrazine). Yields the product C1(=CC=CC=C1)C=1NNC(=NN1)C1=CC=CC=C1 (3,6-DIPHENYL-1,2-DIHYDRO-1,2,4,5-TETRAZINE). The yield is 20.3%. RXN SMILES: [C:1](#[N:8])[C:2]1[CH:7]=[CH:6][CH:5]=[CH:4][CH:3]=1.[NH2:9][NH2:10]>>[C:2]1([C:1]2[NH:8][NH:8][C:1]([C:2]3[CH:7]=[CH:6][CH:5]=[CH:4][CH:3]=3)=[N:9][N:10]=2)[CH:7]=[CH:6][CH:5]=[CH:4][CH:3]=1. Reported procedure: Benzonitrile (52 ml, 0.5 mole) and anhydrous hydrazine (16 ml, 0.5 mole) were heated at 90°-109° C. for 14 hours under nitrogen gas to give an orange solid. Recrystallization from toluene gave 12 g of orange-pink solid of melting point 177°-178° C. (compared to literature mp of 181° C.). Starting materials: OC1=CC2=CC=C(C=C2C=C1S(=O)(=O)[O-])S(=O)(=O)[O-].[Na+].[Na+] (Disodium 2-hydroxynaphthalene-3,6-disulfonate), aqueous solution, [OH-].[Na+] (sodium hydroxide), hydrogenated triphenyl. Solvent: O (water). The product is OC1=CC2=CC=C(C=C2C=C1O)S(=O)(=O)O (2,3-dihydroxynaphthalene-6-sulfonic acid). Isolated yield 96.3%. Reaction SMILES: [OH:1][C:2]1[C:11](S([O-])(=O)=O)=[CH:10][C:9]2[C:4](=[CH:5][CH:6]=[C:7]([S:16]([O-:19])(=[O:18])=[O:17])[CH:8]=2)[CH:3]=1.[Na+].[Na+].[OH-:22].[Na+]>O>[OH:1][C:2]1[C:11]([OH:22])=[CH:10][C:9]2[C:4](=[CH:5][CH:6]=[C:7]([S:16]([OH:19])(=[O:18])=[O:17])[CH:8]=2)[CH:3]=1 |f:0.1.2,3.4|. Reported procedure: Disodium 2-hydroxynaphthalene-3,6-disulfonate (348 g) was added to 176 g of a 50% aqueous solution of sodium hydroxide, and the mixture was stirred. Then, 900 g of a hydrogenated triphenyl mixture was mixed, and the resulting mixture was dehydrated. The dehydrated mixture was reacted at 270° C. for 1.5 hours in a nitrogen stream. After cooling, 2 liters of water was added to the reaction mixture to separate the reaction medium layer. The aqueous layer was decolorized with activated carbon, and t... Reactants: example 6 ( 20 ), CC=1C=C2C(N(C(C2=CC1)=O)CC(C(=O)OCC)C1(OCCO1)C)=O (ethyl 3-(5-methyl-1,3-dioxo-1,3-dihydro-isoindol-2-yl)-2-(2-methyl-[1,3]dioxolan-2-yl)propionate), O.C1(=CC=C(C=C1)S(=O)(=O)O)C (p-toluenesulfonic acid monohydrate). Product: CC=1C=C2C(N(C(C2=CC1)=O)CC(C(=O)OCC)C(C)=O)=O (Ethyl 2-(5-methyl-1,3-dioxo-1,3-dihydro-isoindol-2-ylmethyl)-3-oxo-butyrate). RXN SMILES: [CH3:1][C:2]1[CH:3]=[C:4]2[C:8](=[CH:9][CH:10]=1)[C:7](=[O:11])[N:6]([CH2:12][CH:13]([C:19]1([CH3:24])OCC[O:20]1)[C:14]([O:16][CH2:17][CH3:18])=[O:15])[C:5]2=[O:25].O.C1(C)C=CC(S(O)(=O)=O)=CC=1>>[CH3:1][C:2]1[CH:3]=[C:4]2[C:8](=[CH:9][CH:10]=1)[C:7](=[O:11])[N:6]([CH2:12][CH:13]([C:19](=[O:20])[CH3:24])[C:14]([O:16][CH2:17][CH3:18])=[O:15])[C:5]2=[O:25] |f:1.2|. Reported procedure: Ethyl 2-(5-methyl-1,3-dioxo-1,3-dihydro-isoindol-2-ylmethyl)-3-oxo-butyrate was prepared (93 mg, 35%) in the same manner as described in the above example 6 (20) from ethyl 3-(5-methyl-1,3-dioxo-1,3-dihydro-isoindol-2-yl)-2-(2-methyl-[1,3]dioxolan-2-yl)propionate (0.38 g, 1.07 mmol) and p-toluenesulfonic acid monohydrate (30 mg), and the obtained product was identified with the following NMR data. Starting materials: [BH4-].[Na+] (sodium borohydride), NC=1C2=C(N=CN1)SC(=N2)C2=C(N=C(N2C)C(=O)C2=NOC(=C2)C)C2=CC=CC=C2 ([5-(7-Amino[1,3]thiazolo[5,4-d]pyrimidin-2-yl)-1-methyl-4-phenyl-1H-imidazol-2-yl](5-methylisoxazol-3-yl)methanone), O (Water). Solvent: CO (MeOH). Reaction conditions: time 1 hour. Yields the product NC=1C2=C(N=CN1)SC(=N2)C2=C(N=C(N2C)C(O)C2=NOC(=C2)C)C2=CC=CC=C2 ([5-(7-Amino[1,3]thiazolo[5,4-d]pyrimidin-2-yl)-1-methyl-4-phenyl-1H-imidazol-2-yl](5-methylisoxazol-3-yl)methanol). Isolated yield 59.7%. RXN SMILES: [NH2:1][C:2]1[C:3]2[N:10]=[C:9]([C:11]3[N:15]([CH3:16])[C:14]([C:17]([C:19]4[CH:23]=[C:22]([CH3:24])[O:21][N:20]=4)=[O:18])=[N:13][C:12]=3[C:25]3[CH:30]=[CH:29][CH:28]=[CH:27][CH:26]=3)[S:8][C:4]=2[N:5]=[CH:6][N:7]=1.[BH4-].[Na+].O>CO>[NH2:1][C:2]1[C:3]2[N:10]=[C:9]([C:11]3[N:15]([CH3:16])[C:14]([CH:17]([C:19]4[CH:23]=[C:22]([CH3:24])[O:21][N:20]=4)[OH:18])=[N:13][C:12]=3[C:25]3[CH:30]=[CH:29][CH:28]=[CH:27][CH:26]=3)[S:8][C:4]=2[N:5]=[CH:6][N:7]=1 |f:1.2|. Procedure details: [5-(7-Amino[1,3]thiazolo[5,4-d]pyrimidin-2-yl)-1-methyl-4-phenyl-1H-imidazol-2-yl](5-methylisoxazol-3-yl)methanone (Example 39) (6 mg) was dissolved in MeOH (2 mL), sodium borohydride (3 mg) added then stirred for 1 hour. Water (1 mL) was added, stirring continued for 20 minutes then concentrated in vacuo. The residue was diluted with water (5 mL), extracted with DCM (2×6 mL), organic extracts dried (MgSO4), filtered and concentrated in vacuo to give the title compound as a pale yellow solid (3.... Starting materials: FC1=CC=C(C=C1)[C@@H]1[C@H](C1)CNC1=C(C(=NC=C1)NN)C(F)(F)F (N-(((1S,2S)-2-(4-fluorophenyl)cyclopropyl)methyl)-2-hydrazinyl-3-(trifluoromethyl)pyridin-4-amine), C(=O)([O-])[O-].[Na+].[Na+] (Na2CO3), S(=O)(Cl)Cl (thionyl chloride), C1(CC1)CC(=O)O (2-cyclopropylacetic acid). The solvent is CCOC(=O)C (EtOAc), C1CCOC1 (THF), CCOC(=O)C (EtOAc), C(Cl)Cl (methylene chloride). Conditions: time 1 hour. Product: C1(CC1)CC(=O)NNC1=NC=CC(=C1C(F)(F)F)NC[C@@H]1[C@H](C1)C1=CC=C(C=C1)F (2-cyclopropyl-N′-(4-((((1S,2S)-2-(4-fluorophenyl)-cyclopropyl)methyl)amino)-3-(trifluoromethyl)pyridin-2-yl)acetohydrazide). Isolated yield 51.8%. Reaction SMILES: S(Cl)(Cl)=O.[CH:5]1([CH2:8][C:9]([OH:11])=O)[CH2:7][CH2:6]1.[F:12][C:13]1[CH:18]=[CH:17][C:16]([C@H:19]2[CH2:21][C@@H:20]2[CH2:22][NH:23][C:24]2[CH:29]=[CH:28][N:27]=[C:26]([NH:30][NH2:31])[C:25]=2[C:32]([F:35])([F:34])[F:33])=[CH:15][CH:14]=1.C([O-])([O-])=O.[Na+].[Na+]>C(Cl)Cl.CCOC(C)=O.C1COCC1>[CH:5]1([CH2:8][C:9]([NH:31][NH:30][C:26]2[C:25]([C:32]([F:33])([F:35])[F:34])=[C:24]([NH:23][CH2:22][C@H:20]3[CH2:21][C@@H:19]3[C:16]3[CH:15]=[CH:14][C:13]([F:12])=[CH:18][CH:17]=3)[CH:29]=[CH:28][N:27]=2)=[O:11])[CH2:6][CH2:7]1 |f:3.4.5|. Procedure: A solution of thionyl chloride (0.713 mL, 8.23 mmol) and 2-cyclopropylacetic acid (0.247 g, 2.468 mmol) in methylene chloride (10 mL) was heated to reflux for 30 min. The solution was cooled and concentrated. The residue was dissolved in EtOAc (10 mL) and added to a stirred mixture of N-(((1S,2S)-2-(4-fluorophenyl)cyclopropyl)methyl)-2-hydrazinyl-3-(trifluoromethyl)pyridin-4-amine (0.56 g, 1.646 mmol) in EtOAc (10 mL), THF (10 mL), and sat'd Na2CO3 (10 mL). The mixture was stirred for 1 h. The r... Reactants: C(C)OC(CN1C(=NC=2C1=NC=CC2)C2=CC(=CC=C2)Cl)=O (2-(3-chlorophenyl)-3H-imidazo[4,5-b]pyridine-3-acetic acid ethyl ester), [OH-].[Na+] (sodium hydroxide). The solvent is C(C)O.O (ethanol water). Yields the product ClC=1C=C(C=CC1)C1=NC=2C(=NC=CC2)N1CC(=O)O (2-(3-Chlorophenyl)-3H-imidazo[4,5-b]pyridine-3-acetic acid). RXN SMILES: C([O:3][C:4](=[O:22])[CH2:5][N:6]1[C:10]2=[N:11][CH:12]=[CH:13][CH:14]=[C:9]2[N:8]=[C:7]1[C:15]1[CH:20]=[CH:19][CH:18]=[C:17]([Cl:21])[CH:16]=1)C.[OH-].[Na+]>C(O)C.O>[Cl:21][C:17]1[CH:16]=[C:15]([C:7]2[N:6]([CH2:5][C:4]([OH:22])=[O:3])[C:10]3=[N:11][CH:12]=[CH:13][CH:14]=[C:9]3[N:8]=2)[CH:20]=[CH:19][CH:18]=1 |f:1.2,3.4|. Reported procedure: A mixture of 2-(3-chlorophenyl)-3H-imidazo[4,5-b]pyridine-3-acetic acid ethyl ester (6.0 g, 0.019 mole), sodium hydroxide pellets (0.9 g, 0.023 mole), and 50 ml of ethanol-water (2:1) was refluxed for 1 hour. The reaction mixture was cooled and the ethanol evaporated in vacuo. The residual aqueous mixture was diluted with water (40 ml) and extracted with diethyl ether (2×25 ml). The aqueous portion was acidified with concentrated hydrochloric acid to a pH of 5-6. After precipitation was complete... The reactants are NC1=C(C=C(C=C1)N1C[C@H](CCC1)C(=O)N1CCN(CC1)C)OC ([(S)-1-(4-Amino-3-methoxy-phenyl)-piperidin-3-yl]-(4-methyl-piperazin-1-yl)-methanone), COC1=C(C=C(C=C1)C(=O)N1CCOCC1)[N+](=O)[O-] ((4-Methoxy-3-nitro-phenyl)-morpholin-4-yl-methanone). The product is NC=1C=C(C=CC1OC)C(=O)N1CCOCC1 ((3-Amino-4-methoxy-phenyl)-morpholin-4-yl-methanone). As a reaction SMILES: NC1C=CC(N2CCC[C@H](C(N3CCN(C)CC3)=O)C2)=CC=1OC.[CH3:25][O:26][C:27]1[CH:32]=[CH:31][C:30]([C:33]([N:35]2[CH2:40][CH2:39][O:38][CH2:37][CH2:36]2)=[O:34])=[CH:29][C:28]=1[N+:41]([O-])=O>>[NH2:41][C:28]1[CH:29]=[C:30]([C:33]([N:35]2[CH2:36][CH2:37][O:38][CH2:39][CH2:40]2)=[O:34])[CH:31]=[CH:32][C:27]=1[O:26][CH3:25]. Reported procedure: (3-Amino-4-methoxy-phenyl)-morpholin-4-yl-methanone was prepared in an analogous fashion to [(S)-1-(4-Amino-3-methoxy-phenyl)-piperidin-3-yl]-(4-methyl-piperazin-1-yl)-methanone of Example 460c replacing [(S)-1-(3-Methoxy-4-nitro-phenyl)-piperidin-3-yl]-(4-methyl-piperazin-1-yl)-methanone with (4-Methoxy-3-nitro-phenyl)-morpholin-4-yl-methanone. LC/MS (E/I+) 237.05 (M+H).